Dataset: the Open Reaction Database (ORD), a public repository of structured organic reaction records. Task: describe an organic reaction: reactants, conditions, products, and yield The reactants are ClC1=C(C=CC=C1Cl)N1N=CC(=C1C#N)C(=O)OCC (ethyl 1-(2,3-dichlorophenyl)-5-cyano-4-pyrazolecarboxylate), [OH-].[K+] (potassium hydroxide). Solvent: C(C)O (ethanol). Product: C(=O)(O)C=1C=NN(C1C(=O)N)C1=C(C(=CC=C1)Cl)Cl (4-Carboxy-1-(2,3-dichlorophenyl)-5-pyrazolecarboxamide). As a reaction SMILES: [Cl:1][C:2]1[C:7]([Cl:8])=[CH:6][CH:5]=[CH:4][C:3]=1[N:9]1[C:13]([C:14]#[N:15])=[C:12]([C:16]([O:18]CC)=[O:17])[CH:11]=[N:10]1.[OH-:21].[K+]>C(O)C>[C:16]([C:12]1[CH:11]=[N:10][N:9]([C:3]2[CH:4]=[CH:5][CH:6]=[C:7]([Cl:8])[C:2]=2[Cl:1])[C:13]=1[C:14]([NH2:15])=[O:21])([OH:18])=[O:17] |f:1.2|. Reported procedure: A 15 g. portion of ethyl 1-(2,3-dichlorophenyl)-5-cyano-4-pyrazolecarboxylate was stirred under reflux overnight in 200 ml. of ethanol with 6 g. of potassium hydroxide. The reaction mixture was chromatographed over silica gel, and the product-containing fractions were combined and evaporated to dryness. The residues were recrystallized from ethanol-water to obtain 1.31 g. of the desired product, m.p. 228°-230°, which was identified by elemental analysis. Starting materials: ClC1=CC(=C(/C=C/C(=O)OC)C=C1)NS(=O)(=O)C1=CC=CC=C1 (methyl trans-4-chloro-2-(phenylsulfonylamino)cinnamate), Br.BrCC(=O)C=1C=NC=CC1 (3-bromoacetylpyridine hydrobromide). Product: COC(CC1=C(NC2=CC(=CC=C12)Cl)C(=O)C=1C=NC=CC1)=O (Methyl[6-chloro-2-(pyridine-3-carbonyl)-1H-indol-3-yl]acetate). Reaction SMILES: [Cl:1][C:2]1[CH:13]=[CH:12][C:5](/[CH:6]=[CH:7]/[C:8]([O:10][CH3:11])=[O:9])=[C:4]([NH:14]S(C2C=CC=CC=2)(=O)=O)[CH:3]=1.Br.Br[CH2:26][C:27]([C:29]1[CH:30]=[N:31][CH:32]=[CH:33][CH:34]=1)=[O:28]>>[CH3:11][O:10][C:8](=[O:9])[CH2:7][C:6]1[C:5]2[C:4](=[CH:3][C:2]([Cl:1])=[CH:13][CH:12]=2)[NH:14][C:26]=1[C:27]([C:29]1[CH:30]=[N:31][CH:32]=[CH:33][CH:34]=1)=[O:28] |f:1.2|. Procedure details: The title compound was prepared according to the procedure described in Example 57 from methyl trans-4-chloro-2-(phenylsulfonylamino)cinnamate (step 1 of Example 8, Method A) and 3-bromoacetylpyridine hydrobromide (G. B. Barlin, L. P. Davies, S. J. Ireland, M. M. L. Ngu, Aust. J. Chem., 1989, 42, 1735). As a reaction SMILES: [CH3:15][NH2:16].[CH3:17][OH:18].[Cl:1][c:2]1[n:3][n:4]2[c:5]([c:6]3[c:11]1[CH2:10][CH2:9][CH2:8][CH2:7]3)[n:12][n:13][n:14]2>>[c:2]1([NH:16][CH3:15])[n:3][n:4]2[c:5]([c:6]3[c:11]1[CH2:10][CH2:9][CH2:8][CH2:7]3)[n:12][n:13][n:14]2. Starting materials: CN, CO, Clc1nn2nnnc2c2c1CCCC2. The product is CNc1nn2nnnc2c2c1CCCC2. Starting materials: CCOC(=O)C(C)c1ccc2c(c1)CCN2S(C)(=O)=O, [Li+], [OH-]. Yields the product CC(C(=O)O)c1ccc2c(c1)CCN2S(C)(=O)=O. As a reaction SMILES: [CH3:1][S:2](=[O:3])(=[O:4])[N:5]1[CH2:6][CH2:7][c:8]2[cH:9][c:10]([CH:14]([C:15](=[O:16])[O:17][CH2:18][CH3:19])[CH3:20])[cH:11][cH:12][c:13]21.[Li+:22].[OH-:21]>>[CH3:1][S:2](=[O:3])(=[O:4])[N:5]1[CH2:6][CH2:7][c:8]2[cH:9][c:10]([CH:14]([C:15](=[O:16])[OH:17])[CH3:20])[cH:11][cH:12][c:13]21.